Dataset: the Open Reaction Database (ORD), a public repository of structured organic reaction records. Task: describe an organic reaction: reactants, conditions, products, and yield Starting materials: ClC1=C2C=CC=NC2=C(C(=C1)C(C)=O)N1CCN(CC1)C(=O)C1=NN(C=C1)C (1-(5-chloro-8-{4-[(1-methyl-1H-pyrazol-3-yl)carbonyl]piperazin-1-yl}quinolin-7-yl)ethanone), C(C)(=O)[O-].[NH4+] (ammonium acetate), C(#N)[BH3-].[Na+] (sodium cyanoborohydride), O1CCCC1 (tetrahydrofuran). The solvent is CO (methanol), C(C)#N (acetonitrile). Conditions: temperature 65 celsius. The product is ClC1=C2C=CC=NC2=C(C(=C1)C(C)N)N1CCN(CC1)C(=O)C1=NN(C=C1)C (1-(5-Chloro-8-{4-[(1-methyl-1H-pyrazol-3-yl)carbonyl]piperazin-1-yl}quinolin-7-yl)ethanamine). As a reaction SMILES: [Cl:1][C:2]1[CH:11]=[C:10]([C:12](=O)[CH3:13])[C:9]([N:15]2[CH2:20][CH2:19][N:18]([C:21]([C:23]3[CH:27]=[CH:26][N:25]([CH3:28])[N:24]=3)=[O:22])[CH2:17][CH2:16]2)=[C:8]2[C:3]=1[CH:4]=[CH:5][CH:6]=[N:7]2.C([O-])(=O)C.[NH4+].C([BH3-])#[N:35].[Na+].O1CCCC1>CO.C(#N)C>[Cl:1][C:2]1[CH:11]=[C:10]([CH:12]([NH2:35])[CH3:13])[C:9]([N:15]2[CH2:20][CH2:19][N:18]([C:21]([C:23]3[CH:27]=[CH:26][N:25]([CH3:28])[N:24]=3)=[O:22])[CH2:17][CH2:16]2)=[C:8]2[C:3]=1[CH:4]=[CH:5][CH:6]=[N:7]2 |f:1.2,3.4|. Reported procedure: A mixture of 1-(5-chloro-8-{4-[(1-methyl-1H-pyrazol-3-yl)carbonyl]piperazin-1-yl}quinolin-7-yl)ethanone (0.032 g, 0.080 mmol) and ammonium acetate (0.0620 g, 0.804 mmol) in methanol (0.3 mL,) and acetonitrile (0.3 mL) was heated at 65° C. in a sealed tube for 1 hour. After cooling to room temperature, to the resulting mixture was added 1.0 M sodium cyanoborohydride in tetrahydrofuran (0.20 mL, 0.20 mmol). The reaction was heated at 65° C. overnight. The mixture was cooled to room temperature, qu... Reactants: O=C(O)Cc1ccc(O)c(CCl)c1, [N-]=[N+]=[N-], [Na+], O. Product: [N-]=[N+]=NCc1cc(CC(=O)O)ccc1O. RXN SMILES: [Cl:1][CH2:2][c:3]1[cH:4][c:5]([CH2:10][C:11](=[O:12])[OH:13])[cH:6][cH:7][c:8]1[OH:9].[N-:15]=[N+:16]=[N-:17].[Na+:14].[OH2:18]>>[CH2:2]([c:3]1[cH:4][c:5]([CH2:10][C:11](=[O:12])[OH:13])[cH:6][cH:7][c:8]1[OH:9])[N:15]=[N+:16]=[N-:17]. The reactants are CC(=O)O, CCn1cc(C(=O)O)c(=O)c2cc3cc(F)c(Cl)cc3nc21, Fc1ccc(N2CCNCC2)cc1, O, c1ccncc1. Yields the product CCn1cc(C(=O)O)c(=O)c2cc3cc(F)c(N4CCN(c5ccc(F)cc5)CC4)cc3nc21. Reaction SMILES: [CH3:36][C:37](=[O:38])[OH:39].[Cl:1][c:2]1[c:3]([F:22])[cH:4][c:5]2[c:6]([n:7][c:8]3[n:9]([CH2:19][CH3:20])[cH:10][c:11]([C:16](=[O:17])[OH:18])[c:12](=[O:15])[c:13]3[cH:14]2)[cH:21]1.[F:23][c:24]1[cH:25][cH:26][c:27]([N:30]2[CH2:31][CH2:32][NH:33][CH2:34][CH2:35]2)[cH:28][cH:29]1.[OH2:46].[cH:40]1[cH:41][cH:42][n:43][cH:44][cH:45]1>>[c:2]1([N:33]2[CH2:32][CH2:31][N:30]([c:27]3[cH:26][cH:25][c:24]([F:23])[cH:29][cH:28]3)[CH2:35][CH2:34]2)[c:3]([F:22])[cH:4][c:5]2[c:6]([n:7][c:8]3[n:9]([CH2:19][CH3:20])[cH:10][c:11]([C:16](=[O:17])[OH:18])[c:12](=[O:15])[c:13]3[cH:14]2)[cH:21]1. Reactants: CON=C(C(N)=O)c1ccccc1COc1cc(C)ccc1C, CCl, Cc1ccccc1, [K+], [OH-], O. Yields the product CNC(=O)C(=NOC)c1ccccc1COc1cc(C)ccc1C. RXN SMILES: [CH3:12][c:13]1[c:14]([O:15][CH2:16][c:17]2[c:18]([C:23]([C:24](=[O:25])[NH2:26])=[N:27][O:28][CH3:29])[cH:19][cH:20][cH:21][cH:22]2)[cH:30][c:31]([CH3:34])[cH:32][cH:33]1.[CH3:1][Cl:2].[CH3:5][c:6]1[cH:7][cH:8][cH:9][cH:10][cH:11]1.[K+:4].[OH-:3].[OH2:35]>>[CH3:5][NH:26][C:24]([C:23]([c:18]1[c:17]([CH2:16][O:15][c:14]2[c:13]([CH3:12])[cH:33][cH:32][c:31]([CH3:34])[cH:30]2)[cH:22][cH:21][cH:20][cH:19]1)=[N:27][O:28][CH3:29])=[O:25]. Starting materials: BrCC(=O)C1=C(C=C(C(=C1)S(N)(=O)=O)Cl)Cl (2-bromo-2',4'-dichloro-5'-sulfamoylacetophenone), N1C(NCC1)=S (imidazolidine-2-thione). Yields the product Br.ClC1=C(C=C(C(=C1)Cl)S(N)(=O)=O)C1(N2C(SC1)=NCC2)O (3-(2,4-Dichloro-5-sulfamoylphenyl)-3-hydroxy-2,3,5,6-tetrahydroimidazo[2,1-b]-thiazole-hydrobromide). RXN SMILES: [Br:1][CH2:2][C:3]([C:5]1[CH:10]=[C:9]([S:11](=[O:14])(=[O:13])[NH2:12])[C:8]([Cl:15])=[CH:7][C:6]=1[Cl:16])=[O:4].[NH:17]1[CH2:21][CH2:20][NH:19][C:18]1=[S:22]>>[BrH:1].[Cl:16][C:6]1[CH:7]=[C:8]([Cl:15])[C:9]([S:11](=[O:14])(=[O:13])[NH2:12])=[CH:10][C:5]=1[C:3]1([OH:4])[CH2:2][S:22][C:18]2=[N:17][CH2:21][CH2:20][N:19]12 |f:2.3|. Reported procedure: was obtained in a manner analogous to the method described in Example 4 e from 3.5 g of 2-bromo-2',4'-dichloro-5'-sulfamoylacetophenone and 1 g of imidazolidine-2-thione. Mp. 225° C (decomposition). The reactants are CC1([C@@H]([C@H]1\C=C(\C=O)/C)C(=O)OC)C (methyl (1R)-trans-2,2-dimethyl-3-[(E)-2-methyl-3-oxo-1-propenyl]cyclopropanecarboxylate), Cl.C(C)(C)ON (O-isopropylhydroxylamine hydrochloride), N1=CC=CC=C1 (pyridine). Solvent: C(C)(=O)OCC (ethyl acetate). Reaction conditions: time 6 hour. Product: C(C)(C)ON=C/C(=C/[C@H]1C([C@@H]1C(=O)OC)(C)C)/C (methyl (1R)-trans-3-[(E)-3-isopropoxyimino-2-methyl-1-propenyl]-2,2-dimethylcyclopropanecarboxylate). Yield: 69.9%. Reaction SMILES: [CH3:1][C:2]1([CH3:14])[C@H:4](/[CH:5]=[C:6](\[CH3:9])/[CH:7]=O)[C@H:3]1[C:10]([O:12][CH3:13])=[O:11].Cl.[CH:16]([O:19][NH2:20])([CH3:18])[CH3:17].N1C=CC=CC=1>C(OCC)(=O)C>[CH:16]([O:19][N:20]=[CH:7]/[C:6](/[CH3:9])=[CH:5]/[C@@H:4]1[C@@H:3]([C:10]([O:12][CH3:13])=[O:11])[C:2]1([CH3:14])[CH3:1])([CH3:18])[CH3:17] |f:1.2|. Procedure: Under nitrogen atmosphere, a mixture of 0.30 g of methyl (1R)-trans-2,2-dimethyl-3-[(E)-2-methyl-3-oxo-1-propenyl]cyclopropanecarboxylate, 0.17 g of O-isopropylhydroxylamine hydrochloride and 2 ml of pyridine was stirred at room temperature for 6 hours. Then, ethyl acetate was added to the reaction mixture, and the mixture was washed with 1 mol/L hydrochloric acid and saturated brine respectively. The organic layer was dried over anhydrous magnesium sulfate, then, filtrated, and the filtrate was...